From a dataset of the Open Reaction Database (ORD), a public repository of structured organic reaction records. describe an organic reaction: reactants, conditions, products, and yield The reactants are CCOC(C)=O, CC(C)(C)[Si](C)(C)Oc1ccc([N+](=O)[O-])cc1. Product: CC(C)(C)[Si](C)(C)Oc1ccc(N)cc1. As a reaction SMILES: [CH3:18][CH2:19][O:20][C:21](=[O:22])[CH3:23].[N+:1]([O-:2])(=[O:3])[c:4]1[cH:5][cH:6][c:7]([O:10][Si:11]([C:12]([CH3:13])([CH3:14])[CH3:15])([CH3:16])[CH3:17])[cH:8][cH:9]1>>[NH2:1][c:4]1[cH:5][cH:6][c:7]([O:10][Si:11]([C:12]([CH3:13])([CH3:14])[CH3:15])([CH3:16])[CH3:17])[cH:8][cH:9]1. The reactants are COC(=O)c1csc(CNC(=O)OC(C)(C)C)n1, CO, Cl, C1COCCO1. Product: COC(=O)c1csc(CN)n1. RXN SMILES: [CH3:1][O:2][C:3](=[O:4])[c:5]1[n:6][c:7]([CH2:10][NH:11][C:12]([O:13][C:14]([CH3:15])([CH3:16])[CH3:17])=[O:18])[s:8][cH:9]1.[CH3:20][OH:21].[ClH:19].[O:22]1[CH2:23][CH2:24][O:25][CH2:26][CH2:27]1>>[CH3:1][O:2][C:3](=[O:4])[c:5]1[n:6][c:7]([CH2:10][NH2:11])[s:8][cH:9]1. Reactants: C(C)OC(C1(NC(=O)C2=CC=C3C(=CN=C(C3=C2)NC(=N)N)Cl)CCCC1)=O (N-[(4-chloro-1-guanidino-7-isoquinolinyl)carbonyl]cycloleucine ethyl ester), [OH-].[Na+] (NaOH), Cl (HCl). Solvent: O1CCOCC1 (dioxane). Product: ClC1=CN=C(C2=CC(=CC=C12)C(=O)NC1(CCCC1)C(=O)O)NC(=N)N (N-[(4-chloro-1-guanidino-7-isoquinolinyl)carbonyl]cycloleucine). The yield is 100.0%. Reaction SMILES: C([O:3][C:4](=[O:28])[C:5]1([CH2:27][CH2:26][CH2:25][CH2:24]1)[NH:6][C:7]([C:9]1[CH:18]=[C:17]2[C:12]([C:13]([Cl:23])=[CH:14][N:15]=[C:16]2[NH:19][C:20]([NH2:22])=[NH:21])=[CH:11][CH:10]=1)=[O:8])C.[OH-].[Na+].Cl>O1CCOCC1>[Cl:23][C:13]1[C:12]2[C:17](=[CH:18][C:9]([C:7]([NH:6][C:5]3([C:4]([OH:28])=[O:3])[CH2:27][CH2:26][CH2:25][CH2:24]3)=[O:8])=[CH:10][CH:11]=2)[C:16]([NH:19][C:20]([NH2:22])=[NH:21])=[N:15][CH:14]=1 |f:1.2|. Procedure details: A partly heterogeneous solution of N-[(4-chloro-1-guanidino-7-isoquinolinyl)carbonyl]cycloleucine ethyl ester (45 mg, 0.11 mmol) in dioxane (1.5 mL) was stirred with aqueous NaOH (1 mL, 2 M) for 2.5 h at 23° C. Dilute HCl (1 mL, 2 M) was added to give a cream suspension. The solid was collected by filtration and dried in vacuo to yield N-[(4-chloro-1-guanidino-7-isoquinolinyl)carbonyl]cycloleucine (40 mg, 0.11 mmol).